From a dataset of the Open Reaction Database (ORD), a public repository of structured organic reaction records. describe an organic reaction: reactants, conditions, products, and yield The reactants are CC(C)(C)OC(=O)COc1cccc(C=CCO)c1, CCc1ccccc1, CCCCCCC, CC(C)[N-]C(C)C, [Cl-], [Li+], [NH4+], C1CCOC1, C1CCOC1, O=C(Cl)N(c1ccccc1)c1ccccc1. The product is CC(C)(C)OC(=O)COc1cccc(C=CCOC(=O)N(c2ccccc2)c2ccccc2)c1. RXN SMILES: [C:29]([CH3:30])([CH3:31])([CH3:32])[O:33][C:34]([CH2:35][O:36][c:37]1[cH:38][c:39]([CH:43]=[CH:44][CH2:45][OH:46])[cH:40][cH:41][cH:42]1)=[O:47].[CH2:9]([c:10]1[cH:11][cH:12][cH:13][cH:14][cH:15]1)[CH3:16].[CH3:17][CH2:18][CH2:19][CH2:20][CH2:21][CH2:22][CH3:23].[CH:1]([N-:2][CH:3]([CH3:4])[CH3:5])([CH3:6])[CH3:7].[Cl-:64].[Li+:8].[NH4+:65].[O:24]1[CH2:25][CH2:26][CH2:27][CH2:28]1.[O:66]1[CH2:67][CH2:68][CH2:69][CH2:70]1.[c:48]1([N:54]([C:55](=[O:56])[Cl:57])[c:58]2[cH:59][cH:60][cH:61][cH:62][cH:63]2)[cH:49][cH:50][cH:51][cH:52][cH:53]1>>[C:29]([CH3:30])([CH3:31])([CH3:32])[O:33][C:34]([CH2:35][O:36][c:37]1[cH:38][c:39]([CH:43]=[CH:44][CH2:45][O:46][C:55]([N:54]([c:48]2[cH:49][cH:50][cH:51][cH:52][cH:53]2)[c:58]2[cH:59][cH:60][cH:61][cH:62][cH:63]2)=[O:56])[cH:40][cH:41][cH:42]1)=[O:47]. Starting materials: COC(C1=C(C(=CC=C1)O)O)=O (2,3-dihydroxybenzoic acid methyl ester), C([O-])([O-])=O.[K+].[K+] (potassium carbonate), C(C1=CC=CC=C1)N(CCCl)CC1=CC=CC=C1 (1-dibenzylamino-2-chloroethane). The solvent is C(C)#N (acetonitrile). The product is COC(C=1C(O)=C(C=CC1)OCCN(CC1=CC=CC=C1)CC1=CC=CC=C1)=O (3-(2-dibenzylaminoethoxy)salicyclic acid methyl ester). Reaction SMILES: [CH3:1][O:2][C:3](=[O:12])[C:4]1[CH:9]=[CH:8][CH:7]=[C:6]([OH:10])[C:5]=1[OH:11].C(=O)([O-])[O-].[K+].[K+].[CH2:19]([N:26]([CH2:30][C:31]1[CH:36]=[CH:35][CH:34]=[CH:33][CH:32]=1)[CH2:27][CH2:28]Cl)[C:20]1[CH:25]=[CH:24][CH:23]=[CH:22][CH:21]=1>C(#N)C>[CH3:1][O:2][C:3](=[O:12])[C:4]1[C:5](=[C:6]([O:10][CH2:28][CH2:27][N:26]([CH2:19][C:20]2[CH:25]=[CH:24][CH:23]=[CH:22][CH:21]=2)[CH2:30][C:31]2[CH:36]=[CH:35][CH:34]=[CH:33][CH:32]=2)[CH:7]=[CH:8][CH:9]=1)[OH:11] |f:1.2.3|. Procedure details: 2,3-dihydroxybenzoic acid methyl ester is reacted in the presence of potassium carbonate in acetonitrile with 1.1 equivalents of 1-dibenzylamino-2-chloroethane for 18 hours at 82°. The crude 3-(2-dibenzylaminoethoxy)salicyclic acid methyl ester obtained after working up is put to further use without further purification.